Dataset: the Open Reaction Database (ORD), a public repository of structured organic reaction records. Task: describe an organic reaction: reactants, conditions, products, and yield Reactants: [Li]C(C)(C)C (t-BuLi), [Si](C)(C)(C(C)(C)C)OC(CCCCCCC1=CC=CC=C1)C=1OC=CN1 (2-(1-(tert-Butyldimethylsilyloxy)-7-phenylheptyl)oxazole), BrBr (bromine). Solvent: CCOC(=O)C (EtOAc), C1CCOC1 (THF). Reaction conditions: temperature -78 celsius, time 2 hour. Product: BrC1=CN=C(O1)C(CCCCCCC1=CC=CC=C1)O[Si](C)(C)C(C)(C)C (5-Bromo-2-(1-(tert-butyldimethylsilyloxy)-7-phenylheptyl)oxazole). The yield is 90.0%. As a reaction SMILES: [Si:1]([O:8][CH:9]([C:22]1[O:23][CH:24]=[CH:25][N:26]=1)[CH2:10][CH2:11][CH2:12][CH2:13][CH2:14][CH2:15][C:16]1[CH:21]=[CH:20][CH:19]=[CH:18][CH:17]=1)([C:4]([CH3:7])([CH3:6])[CH3:5])([CH3:3])[CH3:2].[Li]C(C)(C)C.[Br:32]Br>C1COCC1.CCOC(C)=O>[Br:32][C:24]1[O:23][C:22]([CH:9]([O:8][Si:1]([C:4]([CH3:7])([CH3:5])[CH3:6])([CH3:2])[CH3:3])[CH2:10][CH2:11][CH2:12][CH2:13][CH2:14][CH2:15][C:16]2[CH:21]=[CH:20][CH:19]=[CH:18][CH:17]=2)=[N:26][CH:25]=1. Procedure: 2-(1-(tert-Butyldimethylsilyloxy)-7-phenylheptyl)oxazole (201 mg, 0.554 mmol) was dissolved in anhydrous THF (5 mL), cooled to −78° C. and t-BuLi (1.7 M in pentane, 1.3 equiv) was added dropwise under Ar. The reaction mixture was stirred for 2 h at −40° C., cooled to −78° C. and bromine (3 equiv) was added dropwise. The reaction mixture was warmed to room temperature, diluted with EtOAc, washed with saturated Na2S2O3, washed with saturated aqueous NaCl and dried over Na2SO4. Evaporation in vacuo...